From a dataset of the Open Reaction Database (ORD), a public repository of structured organic reaction records. describe an organic reaction: reactants, conditions, products, and yield RXN SMILES: [Cl:1][CH2:2][CH2:3][CH2:4][N:5]1[C:17]2[CH:16]=[CH:15][CH:14]=[CH:13][C:12]=2[C:11]2[C:6]1=[CH:7][CH:8]=[CH:9][CH:10]=2.BrCCCN1C2C=CC=CC=2C2C1=CC=CC=2.[CH3:35][O:36][C:37]1[CH:42]=[CH:41][CH:40]=[CH:39][C:38]=1[C:43]1([OH:49])[CH2:48][CH2:47][NH:46][CH2:45][CH2:44]1.C([O-])([O-])=O.[K+].[K+]>CC(CC(C)C)=O>[ClH:1].[CH:16]1[C:17]2[N:5]([CH2:4][CH2:3][CH2:2][N:46]3[CH2:45][CH2:44][C:43]([C:38]4[CH:39]=[CH:40][CH:41]=[CH:42][C:37]=4[O:36][CH3:35])([OH:49])[CH2:48][CH2:47]3)[C:6]3[C:11](=[CH:10][CH:9]=[CH:8][CH:7]=3)[C:12]=2[CH:13]=[CH:14][CH:15]=1 |f:0.1,3.4.5,7.8|. Reported procedure: Compound 1 (0.879 g, 0.0036 mol ) was dissolved in methylisobutylketone (MIBK) (80 mL). 4-(2-Methoxyphenyl)piperidin-4-ol (1.123 g, 0.0054 mol) and K2CO3 (1.99 g, 0.0145 mol) were added. The resulting mixture was stirred at reflux temperature for 12 h. The reaction mixture was filtered and the solvent evaporated in vacuo. The residual oil was purified on a silica gel column (Eluent: CH2Cl2 /ethanol/25% NH4OH (aq) (92.75:7:0.25)). The product was acidified with 2M HCl(g) in diethylether, to give ... The solvent is CC(=O)CC(C)C (methylisobutylketone). Isolated yield 67.8%. The product is Cl.C1=CC=CC=2C3=CC=CC=C3N(C12)CCCN1CCC(CC1)(O)C1=C(C=CC=C1)OC (1-(3-(9H-Carbazol-9-yl)-1-propyl)-4-(2-methoxyphenyl)piperidin-4-ol hydrochloride). Reactants: COC1=C(C=CC=C1)C1(CCNCC1)O (4-(2-Methoxyphenyl)piperidin-4-ol), C(=O)([O-])[O-].[K+].[K+] (K2CO3), ClCCCN1C2=CC=CC=C2C=2C=CC=CC12.BrCCCN1C2=CC=CC=C2C=2C=CC=CC12 (3-Chloro-1-(9H-carbazol-9-yl)propane 3-Bromo-1-(9H-carbazol-9-yl)propane). Reactants: ClCCCN1C=NC2=C1C=CC=C2 (1-(3-chloropropyl)-1H-benzimidazole), C1(=CC=CC=C1)C(N1CCNCC1)C1=CC=CC=C1 (1-(diphenylmethyl)piperazine), C([O-])([O-])=O.[Na+].[Na+] (sodium carbonate), [I-].[K+] (potassium iodide). Solvent: CC(CC(C)=O)C (4-methyl-2-pentanone), O (water). Product: C1(=CC=CC=C1)C(N1CCN(CC1)CCCN1C=NC2=C1C=CC=C2)C2=CC=CC=C2 (1-{3-[4-(diphenylmethyl)-1-piperazinyl]propyl}-1H-benzimidazole). As a reaction SMILES: Cl[CH2:2][CH2:3][CH2:4][N:5]1[C:9]2[CH:10]=[CH:11][CH:12]=[CH:13][C:8]=2[N:7]=[CH:6]1.[C:14]1([CH:20]([C:27]2[CH:32]=[CH:31][CH:30]=[CH:29][CH:28]=2)[N:21]2[CH2:26][CH2:25][NH:24][CH2:23][CH2:22]2)[CH:19]=[CH:18][CH:17]=[CH:16][CH:15]=1.C(=O)([O-])[O-].[Na+].[Na+].[I-].[K+]>O.CC(C)CC(=O)C>[C:27]1([CH:20]([C:14]2[CH:19]=[CH:18][CH:17]=[CH:16][CH:15]=2)[N:21]2[CH2:22][CH2:23][N:24]([CH2:2][CH2:3][CH2:4][N:5]3[C:9]4[CH:10]=[CH:11][CH:12]=[CH:13][C:8]=4[N:7]=[CH:6]3)[CH2:25][CH2:26]2)[CH:28]=[CH:29][CH:30]=[CH:31][CH:32]=1 |f:2.3.4,5.6|. Reported procedure: A mixture of 4.5 parts of 1-(3-chloropropyl)-1H-benzimidazole, 5.1 parts of 1-(diphenylmethyl)piperazine, 3.7 parts of sodium carbonate, 0.1 parts of potassium iodide and 80 parts of 4-methyl-2-pentanone is stirred and refluxed overnight. The reaction mixture is cooled, water is added and the layers are separated. The organic phase is dried, filtered and evaporated. The residue is purified by column-chromatography over silica gel using a mixture of trichloromethane and methanol (95:5 by volume) ... Starting materials: NCCOCOCCN (1,7-diamino-3,5dioxaheptane), NCCCOCCCCOCCCN (1,12-diamino-4,9-dioxadodecane), 1,11-diamino-4,8-dioxa-5-methylundecane, ( c ), NCCCOCC(COCCCN)(C)C (1,11-diamino-6,6-dimethyl-4,8-dioxaundecane), NCCCOCCOCCOCCOCCCN (1,16-diamino-4,7,10,13-tetraoxahexadecane), ( b ), NCCCOCCCCCCCCCCCCOCCCN (1,20-diamino-4,17-dioxaeicosane), 1,13-diamino-4,7,10-trioxa-5,8-dimethyltridecane, NCCCOCCOCCCN (1,10-diamino-4,7-dioxadecane), NCCCOCCCCOCCN (1,11-diamino-4,9-dioxaundecane), 1,14-diamino-6,6,8(6,8,8)-trimethyl-4,11-dioxatetradecane, NCCCOCCCCCCOCCCN (1,14-diamino-4,11-dioxatetradecane), 1,10-diamino-4,7-dioxa-5-methyldecane, NCCCOCCOCCOCCCCN (1,14-diamino-4,7,10-trioxatetradecane). Yields the product NCCCOCCCN (1,7-diamino-4-oxaheptane). Reaction SMILES: NCCO[CH2:5][O:6][CH2:7][CH2:8]N.[NH2:10][CH2:11][CH2:12]COCCOCCCN.[NH2:22][CH2:23]CCOCCCCOCCN.NCCCOCCOCCOCCCCN.NCCCOCCOCCOCCOCCCN.NCCCOCCCCCCCCCCCCOCCCN.NCCCOCCCCOCCCN.NCCCOCCCCCCOCCCN.NCCCOCC(C)(C)COCCCN>>[NH2:22][CH2:23][CH2:8][CH2:7][O:6][CH2:5][CH2:12][CH2:11][NH2:10]. Procedure: 1,7-diamino-3,5dioxaheptane; 1,10-diamino-4,7-dioxadecane; 1,10-diamino-4,7-dioxa-5-methyldecane; 1,11-diamino-4,9-dioxaundecane; 1,11-diamino-4,8-dioxa-5-methylundecane; 1,11-diamino-4,8-dioxa- 5,6-dimetyl-7-propyonylundecane; 1,14-diamino-4,7,10-trioxatetradecane, 1,13-diamino-4,7,10-trioxa-5,8-dimethyltridecane; 1,16-diamino-4,7,10,13-tetraoxahexadecane; 1,20-diamino-4,17-dioxaeicosane; and especially 1,12-diamino-4,9-dioxadodecane, 1,14-diamino-4,11-dioxatetradecane, 1,14-diamino-6,6,8(6,8,8... Reactants: BrC1=C2C(=NC=C1)NC(=C2)C (4-bromo-2-methyl-1H-pyrrolo[2,3-b]pyridine), [H-].[Na+] (NaH), final mixture, CI (MeI). The solvent is C1CCOC1 (THF), C1CCOC1 (THF). Run at temperature 0 celsius, time 15 minute. Product: BrC1=C2C(=NC=C1)N(C(=C2)C)C (4-bromo-1,2-dimethyl-1H-pyrrolo[2,3-b]pyridine). The yield is 63.1%. As a reaction SMILES: [H-].[Na+].[Br:3][C:4]1[CH:9]=[CH:8][N:7]=[C:6]2[NH:10][C:11]([CH3:13])=[CH:12][C:5]=12.[CH3:14]I>C1COCC1>[Br:3][C:4]1[CH:9]=[CH:8][N:7]=[C:6]2[N:10]([CH3:14])[C:11]([CH3:13])=[CH:12][C:5]=12 |f:0.1|. Procedure: NaH (60% in oil dispersion) (1.228 g, 30.7 mmol) was suspended in THF (60 mL) and the mixture cooled to 0° C. A solution of 4-bromo-2-methyl-1H-pyrrolo[2,3-b]pyridine (D24) (3.24 g, 15.35 mmol) in THF (30.0 ml) was added dropwise to the mixture and allowed to stir at that temperature for 15 mins, after which MeI (1.440 mL, 23.03 mmol) was added dropwise. The final mixture was stirred at 0° C. for 15 min and then at RT for ca. 3 hours. The reaction mixture was quenched with NH4Cl solution (ca. 10... Reactants: [N+](=O)([O-])C1=CC=C(C=C1)NC(C(=O)O)CCCCNC1=CC=C(C=C1)[N+](=O)[O-] (2,6-bis[(4-nitrophenyl)amino]hexanoic acid), C(C)O (ethanol), S(O)(O)(=O)=O (sulphuric acid). Product: [N+](=O)([O-])C1=CC=C(C=C1)NC(C(=O)OCC)CCCCNC1=CC=C(C=C1)[N+](=O)[O-] (ethyl 2,6-bis[(4-nitrophenyl)amino]hexanoate). Reaction SMILES: [N+:1]([C:4]1[CH:9]=[CH:8][C:7]([NH:10][CH:11]([CH2:15][CH2:16][CH2:17][CH2:18][NH:19][C:20]2[CH:25]=[CH:24][C:23]([N+:26]([O-:28])=[O:27])=[CH:22][CH:21]=2)[C:12]([OH:14])=[O:13])=[CH:6][CH:5]=1)([O-:3])=[O:2].S(=O)(=O)(O)O.[CH2:34](O)[CH3:35]>>[N+:1]([C:4]1[CH:9]=[CH:8][C:7]([NH:10][CH:11]([CH2:15][CH2:16][CH2:17][CH2:18][NH:19][C:20]2[CH:21]=[CH:22][C:23]([N+:26]([O-:28])=[O:27])=[CH:24][CH:25]=2)[C:12]([O:14][CH2:34][CH3:35])=[O:13])=[CH:6][CH:5]=1)([O-:3])=[O:2]. Procedure: 5 g of 2,6-bis[(4-nitrophenyl)amino]hexanoic acid dissolved in 50 ml of ethanol and 1.5 ml of sulphuric acid are introduced into a 100 ml three-necked flask equipped with a condenser and a thermometer, and the mixture is then refluxed overnight.